This data is from the Open Reaction Database (ORD), a public repository of structured organic reaction records. The task is: describe an organic reaction: reactants, conditions, products, and yield Starting materials: CO, CC(O)C(C)O, COP(OC)OC. The product is COP1OC(C)C(C)O1. RXN SMILES: [CH3:14][OH:15].[CH3:8][CH:9]([CH:10]([CH3:11])[OH:12])[OH:13].[P:1]([O:2][CH3:3])([O:4][CH3:5])[O:6][CH3:7]>>[P:1]1([O:2][CH3:3])[O:12][CH:10]([CH3:11])[CH:9]([CH3:8])[O:13]1. Reactants: BrC1=CC2=C(CCN(CC2C)C(C(F)(F)F)=O)N=C1OC (3-bromo-2-methoxy-5-methyl-7-(trifluoroacetyl)-6,7,8,9-tetrahydro -5H-pyrido[2,3-d]azepine), [Sn](CCCC)(CCCC)(CCCC)C=C (Bu3SnCH═CH2), COC=1C(=CC2=C(CCN(CC2C)C(C(F)(F)F)=O)N1)C=C (2-methoxy-5-methyl-7-(trifluoroacetyl)-3-vinyl-6,7,8,9-tetrahydro-5H-pyrido[2,3-d]azepine), C(=O)([O-])[O-].[K+].[K+] (K2CO3). The reagents and catalysts are C=1C=CC(=CC1)[P](C=2C=CC=CC2)(C=3C=CC=CC3)[Pd]([P](C=4C=CC=CC4)(C=5C=CC=CC5)C=6C=CC=CC6)([P](C=7C=CC=CC7)(C=8C=CC=CC8)C=9C=CC=CC9)[P](C=1C=CC=CC1)(C=1C=CC=CC1)C=1C=CC=CC1 (Pd(PPh3)4). Solvent: C1(=CC=CC=C1)C (toluene), O (H2O), CO (MeOH). Run at temperature 110 celsius. Yields the product COC=1C(=CC2=C(CCNCC2C)N1)C=C (2-methoxy-5-methyl-3-vinyl-6,7,8,9-tetrahydro-5H-pyrido[2,3-d]azepine). Yield: 76.3%. As a reaction SMILES: BrC1C(OC)=NC2CCN(C(=O)C(F)(F)F)CC(C)C=2C=1.[Sn](C=C)(CCCC)(CCCC)CCCC.[CH3:37][O:38][C:39]1[C:40]([CH:57]=[CH2:58])=[CH:41][C:42]2[CH:48]([CH3:49])[CH2:47][N:46](C(=O)C(F)(F)F)[CH2:45][CH2:44][C:43]=2[N:56]=1.C([O-])([O-])=O.[K+].[K+]>C1C=CC([P]([Pd]([P](C2C=CC=CC=2)(C2C=CC=CC=2)C2C=CC=CC=2)([P](C2C=CC=CC=2)(C2C=CC=CC=2)C2C=CC=CC=2)[P](C2C=CC=CC=2)(C2C=CC=CC=2)C2C=CC=CC=2)(C2C=CC=CC=2)C2C=CC=CC=2)=CC=1.O.CO.C1(C)C=CC=CC=1>[CH3:37][O:38][C:39]1[C:40]([CH:57]=[CH2:58])=[CH:41][C:42]2[CH:48]([CH3:49])[CH2:47][NH:46][CH2:45][CH2:44][C:43]=2[N:56]=1 |f:3.4.5,^1:68,70,89,108|. Procedure details: A mixture of 3-bromo-2-methoxy-5-methyl-7-(trifluoroacetyl)-6,7,8,9-tetrahydro -5H-pyrido[2,3-d]azepine (220 mg, 599 μmol), Bu3SnCH═CH2 (523 μl, 1.79 mmol), Pd(PPh3)4 (50 mg), and toluene (10 ml) was heated in a sealed tube at 110° C. for 16 h. The solvent was evaporated and the resulting residue was purified by column chromatography to render 165 mg (88%) of 2-methoxy-5-methyl-7-(trifluoroacetyl)-3-vinyl-6,7,8,9-tetrahydro-5H-pyrido[2,3-d]azepine. A mixture of 2-methoxy-5-methyl-7-(trifluoroace... Starting materials: CCNCC, CN(C)C=O, CCc1nnc2c(Cl)nc3ccc(OC)cc3n12. The product is CCc1nnc2c(N(CC)CC)nc3ccc(OC)cc3n12. RXN SMILES: [CH2:19]([CH3:20])[NH:21][CH2:22][CH3:23].[CH3:24][N:25]([CH3:26])[CH:27]=[O:28].[Cl:1][c:2]1[c:3]2[n:4]([c:5]3[cH:6][c:7]([O:12][CH3:13])[cH:8][cH:9][c:10]3[n:11]1)[c:14]([CH2:17][CH3:18])[n:15][n:16]2>>[c:2]1([N:21]([CH2:19][CH3:20])[CH2:22][CH3:23])[c:3]2[n:4]([c:5]3[cH:6][c:7]([O:12][CH3:13])[cH:8][cH:9][c:10]3[n:11]1)[c:14]([CH2:17][CH3:18])[n:15][n:16]2. Reactants: COC(=O)C(=O)c1ccc(OCC(=O)c2ccccc2-c2ccccc2)cc1, CO, [Na+], [OH-], O. Yields the product O=C(O)C(=O)c1ccc(OCC(=O)c2ccccc2-c2ccccc2)cc1. Reaction SMILES: [CH3:1][O:2][C:3]([C:4]([c:5]1[cH:6][cH:7][c:8]([O:11][CH2:12][C:13](=[O:14])[c:15]2[c:16](-[c:21]3[cH:22][cH:23][cH:24][cH:25][cH:26]3)[cH:17][cH:18][cH:19][cH:20]2)[cH:9][cH:10]1)=[O:27])=[O:28].[CH3:32][OH:33].[Na+:30].[OH-:29].[OH2:31]>>[O:2]=[C:3]([C:4]([c:5]1[cH:6][cH:7][c:8]([O:11][CH2:12][C:13](=[O:14])[c:15]2[c:16](-[c:21]3[cH:22][cH:23][cH:24][cH:25][cH:26]3)[cH:17][cH:18][cH:19][cH:20]2)[cH:9][cH:10]1)=[O:27])[OH:28]. Starting materials: ClC1=NC(=C(C(=C1[N+](=O)[O-])N[C@H](CO)C)C)C ((2S)-2-[(2-Chloro-5,6-dimethyl-3-nitropyridin-4-yl)amino]propan-1-ol), [Si](C)(C)(C(C)(C)C)Cl (tert-Butyldimethylsilyl chloride). The reagents and catalysts are CN(C)C=1C=CN=CC1 (DMAP). Run in N1=CC=CC=C1 (pyridine). Run at temperature 50 celsius, time 8 hour. Yields the product [Si](C)(C)(C(C)(C)C)OC[C@H](C)NC1=C(C(=NC(=C1C)C)Cl)[N+](=O)[O-] (N-((1S)-2-{[tert-butyl(dimethyl)silyl]oxy}-1-methylethyl)-2-chloro-5,6-dimethyl-3-nitropyridin-4-amine). The yield is 92.2%. As a reaction SMILES: [Cl:1][C:2]1[C:7]([N+:8]([O-:10])=[O:9])=[C:6]([NH:11][C@@H:12]([CH3:15])[CH2:13][OH:14])[C:5]([CH3:16])=[C:4]([CH3:17])[N:3]=1.[Si:18](Cl)([C:21]([CH3:24])([CH3:23])[CH3:22])([CH3:20])[CH3:19]>N1C=CC=CC=1.CN(C1C=CN=CC=1)C>[Si:18]([O:14][CH2:13][C@@H:12]([NH:11][C:6]1[C:5]([CH3:16])=[C:4]([CH3:17])[N:3]=[C:2]([Cl:1])[C:7]=1[N+:8]([O-:10])=[O:9])[CH3:15])([C:21]([CH3:24])([CH3:23])[CH3:22])([CH3:20])[CH3:19]. Reported procedure: (2S)-2-[(2-Chloro-5,6-dimethyl-3-nitropyridin-4-yl)amino]propan-1-ol (3.62 g, 13.9 mmol) was dissolved in 30 mL of dry pyridine under an atmosphere of N2. tert-Butyldimethylsilyl chloride (2.52 g, 16.7 mmol) and DMAP (0.17 g, 1.39 mmol) were added sequentially, and the reaction was heated to 50° C. and stirred overnight. The reaction mixture was then concentrated under reduced pressure. The resulting residue was partitioned between 50 mL of ethyl acetate and 50 mL of H2O. The layers were separat... Reactants: COC1=CC=C(C=C1)[C@@H](C)N1C[C@@H](CC1=O)[C@@H](C)OC=1C=2N(C=C(C1)C1=CC=C(C=N1)N1CCN(CC1)C(=O)[O-])N=CC2 (4-(6-(4-((R)-1-((R)-1-((R)-1-(4-methoxyphenyl)ethyl)-5-oxopyrrolidin-3-yl)ethoxy)pyrazolo[1,5-a]pyridin-6-yl)pyridin-3-yl)piperazine-1-carboxylate). Solvent: C(=O)(C(F)(F)F)O (TFA). Conditions: temperature 60 celsius. Product: N1(CCNCC1)C=1C=CC(=NC1)C=1C=C(C=2N(C1)N=CC2)O[C@H](C)[C@@H]2CC(NC2)=O ((R)-4-((R)-1-((6-(5-(piperazin-1-yl)pyridin-2-yl)pyrazolo[1,5-a]pyridin-4-yl)oxy)ethyl)pyrrolidin-2-one). RXN SMILES: COC1C=CC([C@H]([N:11]2[C:15](=[O:16])[CH2:14][C@@H:13]([C@H:17]([O:19][C:20]3[C:21]4[N:22]([N:41]=[CH:42][CH:43]=4)[CH:23]=[C:24]([C:26]4[N:31]=[CH:30][C:29]([N:32]5[CH2:37][CH2:36][N:35](C([O-])=O)[CH2:34][CH2:33]5)=[CH:28][CH:27]=4)[CH:25]=3)[CH3:18])[CH2:12]2)C)=CC=1>C(O)(C(F)(F)F)=O>[N:32]1([C:29]2[CH:28]=[CH:27][C:26]([C:24]3[CH:25]=[C:20]([O:19][C@@H:17]([C@H:13]4[CH2:12][NH:11][C:15](=[O:16])[CH2:14]4)[CH3:18])[C:21]4[N:22]([N:41]=[CH:42][CH:43]=4)[CH:23]=3)=[N:31][CH:30]=2)[CH2:37][CH2:36][NH:35][CH2:34][CH2:33]1. Reported procedure: 4-(6-(4-((R)-1-((R)-1-((R)-1-(4-methoxyphenyl)ethyl)-5-oxopyrrolidin-3-yl)ethoxy)pyrazolo[1,5-a]pyridin-6-yl)pyridin-3-yl)piperazine-1-carboxylate 6.20 (30 mg, 0.036 mmol) was dissolved in TFA (2.0 mL) and heated to 60° C. overnight. The reaction was concentrated to dryness (solvent exchange was performed with acetonitrile and toluene). The residue was passed through a polymer-supported bicarbonate column to provide (R)-4-((R)-1-((6-(5-(piperazin-1-yl)pyridin-2-yl)pyrazolo[1,5-a]pyridin-4-yl)oxy... Starting materials: O=C([O-])[O-], C1CCOC1, COC(=O)c1cc(NS(C)(=O)=O)c2cc[nH]c2c1, CI, [K+], [K+]. Yields the product COC(=O)c1cc(N(C)S(C)(=O)=O)c2cc[nH]c2c1. Reaction SMILES: [C:19](=[O:20])([O-:21])[O-:22].[CH2:27]1[O:28][CH2:29][CH2:30][CH2:31]1.[CH3:1][S:2](=[O:3])(=[O:4])[NH:5][c:6]1[c:7]2[cH:8][cH:9][nH:10][c:11]2[cH:12][c:13]([C:15](=[O:16])[O:17][CH3:18])[cH:14]1.[I:25][CH3:26].[K+:23].[K+:24]>>[CH3:1][S:2](=[O:3])(=[O:4])[N:5]([c:6]1[c:7]2[cH:8][cH:9][nH:10][c:11]2[cH:12][c:13]([C:15](=[O:16])[O:17][CH3:18])[cH:14]1)[CH3:19]. Reactants: C(C1=CC=CC=C1)(=O)NC(CC(=O)OCC)C(=O)C=1OC=CC1 (ethyl 3-benzoylamino-3-(2-furylcarbonyl)propionate), P(=O)(Cl)(Cl)Cl (phosphorus oxychloride). The solvent is C(Cl)(Cl)Cl (chloroform). Product: C1(=CC=CC=C1)C=1OC(=C(N1)CC(=O)OCC)C=1OC=CC1 (ethyl 2-[2-phenyl-5-(2-furyl)-4-oxazolyl]acetate). Isolated yield 79.5%. Reaction SMILES: [C:1]([NH:9][CH:10]([C:17]([C:19]1[O:20][CH:21]=[CH:22][CH:23]=1)=[O:18])[CH2:11][C:12]([O:14][CH2:15][CH3:16])=[O:13])(=O)[C:2]1[CH:7]=[CH:6][CH:5]=[CH:4][CH:3]=1.P(Cl)(Cl)(Cl)=O>C(Cl)(Cl)Cl>[C:2]1([C:1]2[O:18][C:17]([C:19]3[O:20][CH:21]=[CH:22][CH:23]=3)=[C:10]([CH2:11][C:12]([O:14][CH2:15][CH3:16])=[O:13])[N:9]=2)[CH:7]=[CH:6][CH:5]=[CH:4][CH:3]=1. Reported procedure: 4.0 g of ethyl 3-benzoylamino-3-(2-furylcarbonyl)propionate, 20 ml of chloroform and 9.7 g of phosphorus oxychloride are treated in the same manner as described in Example 1. 3.0 g of ethyl 2-[2-phenyl-5-(2-furyl)-4-oxazolyl]acetate are thereby obtained. Yield: 78.9% The reactants are CCOC(=O)CNC(C)=O, CCCCCCCCCCCCCCCCCCCCCCN, CCOC(C)=O. The product is CC(=O)NCC(=O)O, CCCCCCCCCCCCCCCCCCCCCC[NH-]. As a reaction SMILES: [C:1]([CH3:2])(=[O:3])[NH:4][CH2:5][C:6](=[O:7])[O:8][CH2:9][CH3:10].[CH2:11]([CH2:12][CH2:13][CH2:14][CH2:15][CH2:16][CH2:17][CH2:18][CH2:19][CH2:20][CH2:21][CH2:22][CH2:23][CH2:24][CH2:25][CH2:26][CH2:27][CH2:28][CH2:29][CH2:30][CH2:31][CH3:32])[NH2:33].[CH3:34][CH2:35][O:36][C:37](=[O:38])[CH3:39]>>[C:1]([CH3:2])(=[O:3])[NH:4][CH2:5][C:6](=[O:7])[OH:8].[CH2:11]([CH2:12][CH2:13][CH2:14][CH2:15][CH2:16][CH2:17][CH2:18][CH2:19][CH2:20][CH2:21][CH2:22][CH2:23][CH2:24][CH2:25][CH2:26][CH2:27][CH2:28][CH2:29][CH2:30][CH2:31][CH3:32])[NH-:33].